Dataset: the Open Reaction Database (ORD), a public repository of structured organic reaction records. Task: describe an organic reaction: reactants, conditions, products, and yield Starting materials: NC(=O)CCC1CCCC1, CCC(=O)C(=O)O. Yields the product CC=C(NC(=O)CCC1CCCC1)C(=O)O. As a reaction SMILES: [CH:1]1([CH2:6][CH2:7][C:8](=[O:9])[NH2:10])[CH2:2][CH2:3][CH2:4][CH2:5]1.[O:11]=[C:12]([C:13](=[O:14])[OH:15])[CH2:16][CH3:17]>>[CH:1]1([CH2:6][CH2:7][C:8](=[O:9])[NH:10][C:12]([C:13](=[O:14])[OH:15])=[CH:16][CH3:17])[CH2:2][CH2:3][CH2:4][CH2:5]1. The reactants are C(CC)[Mg]Cl (n-Propylmagnesium chloride), solution, C[Zn]C (dimethylzinc), solution, C(C)(=O)O[C@H]1C=CC(C1)=O ((R)-4-acetoxycyclopent-2-enone). Run in CCOCC (ether), C1(=CC=CC=C1)C (toluene), C1CCOC1 (THF), C1CCOC1 (THF). Conditions: temperature -78 celsius, time 30 minute. Product: C(C)(=O)O[C@@H]1CC(C[C@H]1CCC)=O ((3R,4R)-3-acetoxy-4-n-propyl-cyclopentanone). RXN SMILES: [CH2:1]([Mg]Cl)[CH2:2][CH3:3].C[Zn]C.[C:9]([O:12][C@@H:13]1[CH2:17][C:16](=[O:18])[CH:15]=[CH:14]1)(=[O:11])[CH3:10]>CCOCC.C1(C)C=CC=CC=1.C1COCC1>[C:9]([O:12][C@H:13]1[C@H:14]([CH2:1][CH2:2][CH3:3])[CH2:15][C:16](=[O:18])[CH2:17]1)(=[O:11])[CH3:10]. Procedure: n-Propylmagnesium chloride (15.7 ml of a 2M solution in ether, 31.4 mmol) was added slowly to a stirred solution of dimethylzinc (15.7 ml of a 2M solution in toluene, 31.4 mmol) in THF (80 ml) under argon at 0° C. After 30 minutes, the mixture was cooled to −78° C. and (R)-4-acetoxycyclopent-2-enone (4.0 g, 28.5 mmol) in THF (45 ml) was added dropwise over 1 hour. The reaction mixture was stirred for a further 20 minutes and then quenched by the addition of saturated ammonium chloride solution (... The reactants are C1CCOC1, C[Si](C)(C)[N-][Si](C)(C)C, O=C(Cl)c1ccc(=O)n(-c2c(F)cccc2F)c1, [Li+], Nc1cc(C(=O)O)ccc1Cl. The product is O=C(O)c1ccc(Cl)c(NC(=O)c2ccc(=O)n(-c3c(F)cccc3F)c2)c1. Reaction SMILES: [CH2:40]1[O:41][CH2:42][CH2:43][CH2:44]1.[CH3:12][Si:13]([CH3:14])([CH3:15])[N-:16][Si:17]([CH3:18])([CH3:19])[CH3:20].[F:22][c:23]1[c:24](-[n:30]2[cH:31][c:32]([C:37](=[O:38])[Cl:39])[cH:33][cH:34][c:35]2=[O:36])[c:25]([F:29])[cH:26][cH:27][cH:28]1.[Li+:21].[NH2:1][c:2]1[cH:3][c:4]([C:5](=[O:6])[OH:7])[cH:8][cH:9][c:10]1[Cl:11]>>[NH:1]([c:2]1[cH:3][c:4]([C:5](=[O:6])[OH:7])[cH:8][cH:9][c:10]1[Cl:11])[C:37]([c:32]1[cH:31][n:30](-[c:24]2[c:23]([F:22])[cH:28][cH:27][cH:26][c:25]2[F:29])[c:35](=[O:36])[cH:34][cH:33]1)=[O:38]. The reactants are C1COCCO1, ClCCl, CC1(C)CC(c2ccc(C(Cl)=CC=O)cc2Cl)CC(C)(C)C1, [Na+], [OH-], O. The product is C#Cc1ccc(C2CC(C)(C)CC(C)(C)C2)c(Cl)c1. As a reaction SMILES: [CH2:29]1[O:30][CH2:31][CH2:32][O:33][CH2:34]1.[Cl:25][CH2:26][Cl:27].[Cl:3][C:4](=[CH:5][CH:6]=[O:7])[c:8]1[cH:9][c:10]([Cl:24])[c:11]([CH:14]2[CH2:15][C:16]([CH3:22])([CH3:23])[CH2:17][C:18]([CH3:20])([CH3:21])[CH2:19]2)[cH:12][cH:13]1.[Na+:2].[OH-:1].[OH2:28]>>[C:4](#[CH:5])[c:8]1[cH:9][c:10]([Cl:24])[c:11]([CH:14]2[CH2:15][C:16]([CH3:22])([CH3:23])[CH2:17][C:18]([CH3:20])([CH3:21])[CH2:19]2)[cH:12][cH:13]1.